From a dataset of the Open Reaction Database (ORD), a public repository of structured organic reaction records. describe an organic reaction: reactants, conditions, products, and yield Reaction SMILES: [C:16]([CH3:17])([CH3:18])([CH3:19])[O:20][C:21](=[O:22])[NH:23][CH:24]([C:25](=[O:26])[N:27]1[CH:28]([C:29](=[O:30])[OH:31])[CH2:32][CH2:33][CH2:34]1)[CH:35]1[CH2:36][CH2:37][CH2:38][CH2:39][CH2:40]1.[CH2:51]([Cl:52])[CH2:53][Cl:54].[Cl:1][c:2]1[cH:3][cH:4][c:5](-[c:10]2[n:11][s:12][n:13][c:14]2[Cl:15])[c:6]([CH2:8][NH2:9])[cH:7]1.[O:55]=[CH:56][N:57]([CH3:58])[CH3:59].[OH:41][n:42]1[c:43]2[n:44][cH:45][cH:46][cH:47][c:48]2[n:49][n:50]1>>[Cl:1][c:2]1[cH:3][cH:4][c:5](-[c:10]2[n:11][s:12][n:13][c:14]2[Cl:15])[c:6]([CH2:8][NH:9][C:29]([CH:28]2[N:27]([C:25]([CH:24]([NH:23][C:21]([O:20][C:16]([CH3:17])([CH3:18])[CH3:19])=[O:22])[CH:35]3[CH2:36][CH2:37][CH2:38][CH2:39][CH2:40]3)=[O:26])[CH2:34][CH2:33][CH2:32]2)=[O:30])[cH:7]1. Reactants: CC(C)(C)OC(=O)NC(C(=O)N1CCCC1C(=O)O)C1CCCCC1, ClCCCl, NCc1cc(Cl)ccc1-c1nsnc1Cl, CN(C)C=O, On1nnc2cccnc21. The product is CC(C)(C)OC(=O)NC(C(=O)N1CCCC1C(=O)NCc1cc(Cl)ccc1-c1nsnc1Cl)C1CCCCC1. Run in CN(C)C=O (DMF). Product: CN1C=CC2=CC(=CC=C12)C=1C=C2C(=NC1)C=CN2OC2=CC=CC=C2 (6-(1-methyl-1H-indol-5-yl)-1-phenoxy-1H-pyrrolo[3,2-b]pyridine). Reagents/catalysts: C=1C=CC(=CC1)[P](C=2C=CC=CC2)(C=3C=CC=CC3)[Pd]([P](C=4C=CC=CC4)(C=5C=CC=CC5)C=6C=CC=CC6)([P](C=7C=CC=CC7)(C=8C=CC=CC8)C=9C=CC=CC9)[P](C=1C=CC=CC1)(C=1C=CC=CC1)C=1C=CC=CC1 (Pd(PPh3)4). Procedure: 6-bromo-1-phenoxy-1H-pyrrolo[3,2-b]pyridine (56 mg, 0.205 mmol, 1.0 eq), Pd(PPh3)4 (13 mg), 2.0 M K2CO3 (1.0 ml), DMF (1.2 ml), and (1-methyl-1H-indol-5-yl)boronic acid (1.5 eq, 0.315 mmol) were refluxed under N2 overnight. The crude products were purified with preparation HPLC to give the product in 50%. RXN SMILES: Br[C:2]1[CH:3]=[C:4]2[N:10]([O:11][C:12]3[CH:17]=[CH:16][CH:15]=[CH:14][CH:13]=3)[CH:9]=[CH:8][C:5]2=[N:6][CH:7]=1.C([O-])([O-])=O.[K+].[K+].[CH3:24][N:25]1[C:33]2[C:28](=[CH:29][C:30](B(O)O)=[CH:31][CH:32]=2)[CH:27]=[CH:26]1>C1C=CC([P]([Pd]([P](C2C=CC=CC=2)(C2C=CC=CC=2)C2C=CC=CC=2)([P](C2C=CC=CC=2)(C2C=CC=CC=2)C2C=CC=CC=2)[P](C2C=CC=CC=2)(C2C=CC=CC=2)C2C=CC=CC=2)(C2C=CC=CC=2)C2C=CC=CC=2)=CC=1.CN(C=O)C>[CH3:24][N:25]1[C:33]2[C:28](=[CH:29][C:30]([C:2]3[CH:3]=[C:4]4[N:10]([O:11][C:12]5[CH:17]=[CH:16][CH:15]=[CH:14][CH:13]=5)[CH:9]=[CH:8][C:5]4=[N:6][CH:7]=3)=[CH:31][CH:32]=2)[CH:27]=[CH:26]1 |f:1.2.3,^1:40,42,61,80|. Reactants: BrC=1C=C2C(=NC1)C=CN2OC2=CC=CC=C2 (6-bromo-1-phenoxy-1H-pyrrolo[3,2-b]pyridine), C(=O)([O-])[O-].[K+].[K+] (K2CO3), CN1C=CC2=CC(=CC=C12)B(O)O ((1-methyl-1H-indol-5-yl)boronic acid). Reactants: C(=O)(O)C1=CC=C(C=N1)/C=C/C(=O)NCC(=O)N(C)C=1C(=C(COC=2C=CC=C3C=CC(=NC23)C)C(=CC1)Cl)Cl (8-[3-[N-[(E)-3-(6-carboxypyridin-3-yl)-acryloylglycyl]-N-methylamino]-2,6-dichlorobenzyloxy]-2-methylquinoline), NC1=NC=CN=C1 (2-aminopyrazine), Cl.C(C)N=C=NCCCN(C)C (1-ethyl-3-(3-dimethylaminopropyl) carbodiimide hydrochloride), ON1N=NC2=C1C=CC=C2 (1-hydroxybenzotriazole). Solvent: O (water), CN(C=O)C (N,N-dimethylformamide). Reaction conditions: time 36 hour. Product: ClC1=C(COC=2C=CC=C3C=CC(=NC23)C)C(=CC=C1N(C(CNC(\C=C\C=1C=NC(=CC1)C(NC1=NC=CN=C1)=O)=O)=O)C)Cl (8-[2,6-dichloro-3-[N-methyl-N-[(E)-3-[6-(2-pyrazinylcarbamoyl)-pyridin-3-yl]acryloylglycyl]amino]benzyloxy]-2-methylquinoline). Isolated yield 18.5%. Reaction SMILES: [C:1]([C:4]1[N:9]=[CH:8][C:7](/[CH:10]=[CH:11]/[C:12]([NH:14][CH2:15][C:16]([N:18]([C:20]2[C:21]([Cl:40])=[C:22]([C:36]([Cl:39])=[CH:37][CH:38]=2)[CH2:23][O:24][C:25]2[CH:26]=[CH:27][CH:28]=[C:29]3[C:34]=2[N:33]=[C:32]([CH3:35])[CH:31]=[CH:30]3)[CH3:19])=[O:17])=[O:13])=[CH:6][CH:5]=1)([OH:3])=O.[NH2:41][C:42]1[CH:47]=[N:46][CH:45]=[CH:44][N:43]=1.Cl.C(N=C=NCCCN(C)C)C.ON1C2C=CC=CC=2N=N1>O.CN(C)C=O>[Cl:40][C:21]1[C:20]([N:18]([CH3:19])[C:16](=[O:17])[CH2:15][NH:14][C:12](=[O:13])/[CH:11]=[CH:10]/[C:7]2[CH:8]=[N:9][C:4]([C:1](=[O:3])[NH:41][C:42]3[CH:47]=[N:46][CH:45]=[CH:44][N:43]=3)=[CH:5][CH:6]=2)=[CH:38][CH:37]=[C:36]([Cl:39])[C:22]=1[CH2:23][O:24][C:25]1[CH:26]=[CH:27][CH:28]=[C:29]2[C:34]=1[N:33]=[C:32]([CH3:35])[CH:31]=[CH:30]2 |f:2.3|. Procedure details: To a mixture of 8-[3-[N-[(E)-3-(6-carboxypyridin-3-yl)-acryloylglycyl]-N-methylamino]-2,6-dichlorobenzyloxy]-2-methylquinoline (100 mg), 2-aminopyrazine (19.7 mg) and N,N-dimethylformamide (2 ml) were added 1-ethyl-3-(3-dimethylaminopropyl) carbodiimide hydrochloride (43 mg) and 1-hydroxybenzotriazole (35 mg), and the mixture was stirred for 36 hours at ambient temperature. The mixture was poured into water and extracted with ethyl acetate. The organic layer was washed with water, saturated sodi... Yields the product N[C@H](C(=O)O)[C@@H]([C@@H](C)O)C(=O)O (2(S)-amino-3(S)-carboxy-4(R)-hydroxypentanoic acid). Run in CO (methanol). Reactants: N[C@@H]1C(=O)O[C@@H]([C@H]1C(=O)O)C (2(S)-amino-3(S)-carboxy-4(R)-pentanolide), [OH-].[Na+] (sodium hydroxide). As a reaction SMILES: [NH2:1][C@H:2]1[C@H:7]([C:8]([OH:10])=[O:9])[C@@H:6]([CH3:11])[O:5][C:3]1=[O:4].[OH-:12].[Na+]>CO>[NH2:1][C@@H:2]([C@H:7]([C:8]([OH:10])=[O:9])[C@H:6]([OH:5])[CH3:11])[C:3]([OH:12])=[O:4] |f:1.2|. Procedure details: 2.07 g of 2(S)-amino-3(S)-carboxy-4(R)-pentanolide are suspended in 10 ml of methanol and dissolved by the addition of 13 ml of 2N aqueous sodium hydroxide solution with stirring at room temperature. The solvent mixture is distilled off and acetonitrile is added to the oily residue. The crystals which gradually form are filtered off, washed with a small amount of acetonitrile and dried under a high vacuum. The disodium salt of the title compound remains behind, [α]D20 =-9.0° (1% in water). 1H-NM... The reactants are CN1C(C(=CC(=C1)B1OC(C(O1)(C)C)(C)C)NC1=NC=C(C=C1)C(=O)N1CCOCC1)=O (1-methyl-3-[5-(morpholine-4-carbonyl)-pyridin-2-ylamino]-5-(4,4,5,5-tetramethyl-1,3,2-dioxaborolan-2-yl)-1H-pyridin-2-one), BrC1=C(C=O)C(=CC=C1)N1C(C2=CC=C(C=C2C=N1)C(C)(C)C)=O (2-bromo-6-(6-tert-butyl-1-oxo-1H-phthalazin-2-yl)-benzaldehyde), C([O-])([O-])=O.[Cs+].[Cs+] (cesium carbonate), O1CCOCC1 (dioxane). Reagents/catalysts: C1=CC=C(C=C1)P([C-]2C=CC=C2)C3=CC=CC=C3.C1=CC=C(C=C1)P([C-]2C=CC=C2)C3=CC=CC=C3.Cl[Pd]Cl.[Fe+2] ([1,1′-bis(diphenylphosphino)ferrocene]palladium(II) chloride). The solvent is ClCCl (dichloromethane), O (water), C(Cl)Cl (CH2Cl2). Run at time 90 minute. Yields the product C(C)(C)(C)C=1C=C2C=NN(C(C2=CC1)=O)C1=C(C=O)C(=CC=C1)C1=CN(C(C(=C1)NC1=NC=C(C=C1)C(=O)N1CCOCC1)=O)C (2-(6-tert-Butyl-1-oxo-1H-phthalazin-2-yl)-6-{1-methyl-5-[5-(morpholine-4-carbonyl)-pyridin-2-ylamino]-6-oxo-1,6-dihydro-pyridin-3-yl}-benzaldehyde). Isolated yield 69.3%. RXN SMILES: [CH3:1][N:2]1[CH:7]=[C:6](B2OC(C)(C)C(C)(C)O2)[CH:5]=[C:4]([NH:17][C:18]2[CH:23]=[CH:22][C:21]([C:24]([N:26]3[CH2:31][CH2:30][O:29][CH2:28][CH2:27]3)=[O:25])=[CH:20][N:19]=2)[C:3]1=[O:32].Br[C:34]1[CH:41]=[CH:40][CH:39]=[C:38]([N:42]2[N:51]=[CH:50][C:49]3[C:44](=[CH:45][CH:46]=[C:47]([C:52]([CH3:55])([CH3:54])[CH3:53])[CH:48]=3)[C:43]2=[O:56])[C:35]=1[CH:36]=[O:37].O1CCOCC1.C(=O)([O-])[O-].[Cs+].[Cs+]>O.C(Cl)Cl.C1C=CC(P(C2C=CC=CC=2)[C-]2C=CC=C2)=CC=1.C1C=CC(P(C2C=CC=CC=2)[C-]2C=CC=C2)=CC=1.Cl[Pd]Cl.[Fe+2]>[C:52]([C:47]1[CH:48]=[C:49]2[C:44](=[CH:45][CH:46]=1)[C:43](=[O:56])[N:42]([C:38]1[CH:39]=[CH:40][CH:41]=[C:34]([C:6]3[CH:5]=[C:4]([NH:17][C:18]4[CH:23]=[CH:22][C:21]([C:24]([N:26]5[CH2:27][CH2:28][O:29][CH2:30][CH2:31]5)=[O:25])=[CH:20][N:19]=4)[C:3](=[O:32])[N:2]([CH3:1])[CH:7]=3)[C:35]=1[CH:36]=[O:37])[N:51]=[CH:50]2)([CH3:55])([CH3:53])[CH3:54] |f:3.4.5,8.9.10.11|. Reported procedure: 149 mg (0.338 mmol) of 1-methyl-3-[5-(morpholine-4-carbonyl)-pyridin-2-ylamino]-5-(4,4,5,5-tetramethyl-1,3,2-dioxaborolan-2-yl)-1H-pyridin-2-one and 116 mg (0.301 mmol) of 2-bromo-6-(6-tert-butyl-1-oxo-1H-phthalazin-2-yl)-benzaldehyde were weighed into a 4 mL reaction vial fitted with a stir bar and septum cap. Added 2.5 mL of dioxane. Added 0.33 mL (0.92 mmol) of an 0.91 g/mL solution of cesium carbonate in water. The mixture was sparged with nitrogen for 10 min. Added 13 mg (0.016 mmol) of [1,... Reactants: FC1=CC=C(C=C1)NC(=O)C=1C=NC(=NC1)OCC(=O)O ([5-(4-fluorophenylcarbamoyl)pyrimidin-2-yloxy]acetic acid), C(C)(C)O (isopropanol). The product is C(C)(C)OC(COC1=NC=C(C=N1)C(NC1=CC=C(C=C1)F)=O)=O ([5-(4-Fluorophenylcarbamoyl)pyrimidin-2-yloxy]acetic acid isopropyl ester). Isolated yield 92.0%. Reaction SMILES: [F:1][C:2]1[CH:7]=[CH:6][C:5]([NH:8][C:9]([C:11]2[CH:12]=[N:13][C:14]([O:17][CH2:18][C:19]([OH:21])=[O:20])=[N:15][CH:16]=2)=[O:10])=[CH:4][CH:3]=1.[CH:22](O)([CH3:24])[CH3:23]>>[CH:22]([O:20][C:19](=[O:21])[CH2:18][O:17][C:14]1[N:13]=[CH:12][C:11]([C:9](=[O:10])[NH:8][C:5]2[CH:4]=[CH:3][C:2]([F:1])=[CH:7][CH:6]=2)=[CH:16][N:15]=1)([CH3:24])[CH3:23]. Procedure: The titled compound was prepared from [5-(4-fluorophenylcarbamoyl)pyrimidin-2-yloxy]acetic acid using isopropanol (100 μL, 1.3 mmol) as the coupling partner. Concentration (no chromatography) yielded 52 mg (92%) of the titled compound.